From a dataset of the Open Reaction Database (ORD), a public repository of structured organic reaction records. describe an organic reaction: reactants, conditions, products, and yield Reactants: NN1CCN(C(=O)Cn2c(=O)sc3ccc(Cl)cc32)CC1, Cl, O=C(Cl)c1ccc(F)cc1, C1COCCO1, O. Product: O=C(NN1CCN(C(=O)Cn2c(=O)sc3ccc(Cl)cc32)CC1)c1ccc(F)cc1. RXN SMILES: [Cl:12][c:13]1[cH:14][cH:15][c:16]2[c:17]([n:18]([CH2:22][C:23](=[O:24])[N:25]3[CH2:26][CH2:27][N:28]([NH2:31])[CH2:29][CH2:30]3)[c:19](=[O:21])[s:20]2)[cH:32]1.[ClH:11].[F:1][c:2]1[cH:3][cH:4][c:5]([C:6](=[O:7])[Cl:8])[cH:9][cH:10]1.[O:34]1[CH2:35][CH2:36][O:37][CH2:38][CH2:39]1.[OH2:33]>>[F:1][c:2]1[cH:3][cH:4][c:5]([C:6](=[O:7])[NH:31][N:28]2[CH2:27][CH2:26][N:25]([C:23]([CH2:22][n:18]3[c:17]4[c:16]([cH:15][cH:14][c:13]([Cl:12])[cH:32]4)[s:20][c:19]3=[O:21])=[O:24])[CH2:30][CH2:29]2)[cH:9][cH:10]1. Reactants: O=C1CCC(=O)N1Br, CC(=O)OC1CCC2(C)C(=CCC3C2CCC2(C)C(C(C)CCCC(O)(C(F)(F)F)C(F)(F)F)CCC32)C1, ClC(Cl)(Cl)Cl. Product: CC(=O)OC1CCC2(C)C(=CC=C3C2CCC2(C)C3CCC2C(C)CCCC(O)(C(F)(F)F)C(F)(F)F)C1. As a reaction SMILES: [Br:39][N:40]1[C:41](=[O:42])[CH2:43][CH2:44][C:45]1=[O:46].[C:1]([CH3:2])(=[O:3])[O:4][CH:5]1[CH2:6][C:7]2=[CH:8][CH2:9][CH:10]3[CH:11]4[CH2:12][CH2:13][CH:14]([CH:15]([CH2:16][CH2:17][CH2:18][C:19]([C:20]([F:21])([F:22])[F:23])([C:24]([F:25])([F:26])[F:27])[OH:28])[CH3:29])[C:30]4([CH3:38])[CH2:31][CH2:32][CH:33]3[C:34]2([CH3:37])[CH2:35][CH2:36]1.[Cl:47][C:48]([Cl:49])([Cl:50])[Cl:51]>>[C:1]([CH3:2])(=[O:3])[O:4][CH:5]1[CH2:6][C:7]2=[CH:8][CH:9]=[C:10]3[CH:11]4[CH2:12][CH2:13][CH:14]([CH:15]([CH2:16][CH2:17][CH2:18][C:19]([C:20]([F:21])([F:22])[F:23])([C:24]([F:25])([F:26])[F:27])[OH:28])[CH3:29])[C:30]4([CH3:38])[CH2:31][CH2:32][CH:33]3[C:34]2([CH3:37])[CH2:35][CH2:36]1. Reported procedure: Sodium azide (13.86 g, 213.2 mmol) was added to a mixture of (RS)-2-(4-chlorophenyl)-2-(4-iodophenyl)oxirane (50.66 g, 142.1 mmol) in acetone (400 ml) and water (40 ml) and the mixture was stirred and held at reflux for 4 days. Upon cooling to room temperature the acetone was removed in vacuo, the residue was dissolved in ethyl acetate (500 ml), washed with water (250 ml) and then with brine (250 ml), the organic layer was separated and the solvent removed in vacuo to afford (RS)-2-azido-1-(4-ch... Starting materials: [N-]=[N+]=[N-].[Na+] (Sodium azide), ClC1=CC=C(C=C1)C1(OC1)C1=CC=C(C=C1)I ((RS)-2-(4-chlorophenyl)-2-(4-iodophenyl)oxirane). Product: N(=[N+]=[N-])CC(O)(C1=CC=C(C=C1)I)C1=CC=C(C=C1)Cl ((RS)-2-azido-1-(4-chlorophenyl)-1-(4-iodophenyl)ethanol). Isolated yield 100.0%. The solvent is CC(=O)C (acetone), O (water), CC(=O)C (acetone). Reaction SMILES: [N-:1]=[N+:2]=[N-:3].[Na+].[Cl:5][C:6]1[CH:11]=[CH:10][C:9]([C:12]2([C:15]3[CH:20]=[CH:19][C:18]([I:21])=[CH:17][CH:16]=3)[CH2:14][O:13]2)=[CH:8][CH:7]=1>CC(C)=O.O>[N:1]([CH2:14][C:12]([C:9]1[CH:10]=[CH:11][C:6]([Cl:5])=[CH:7][CH:8]=1)([C:15]1[CH:16]=[CH:17][C:18]([I:21])=[CH:19][CH:20]=1)[OH:13])=[N+:2]=[N-:3] |f:0.1|. Reactants: O=Cc1c(Cl)n(-c2ccccc2)c2ccccc12, C1COCCO1, O, OCCN1CCNCC1. Yields the product O=Cc1c(N2CCN(CCO)CC2)n(-c2ccccc2)c2ccccc12. RXN SMILES: [Cl:1][c:2]1[n:3](-[c:13]2[cH:14][cH:15][cH:16][cH:17][cH:18]2)[c:4]2[cH:5][cH:6][cH:7][cH:8][c:9]2[c:10]1[CH:11]=[O:12].[O:28]1[CH2:29][CH2:30][O:31][CH2:32][CH2:33]1.[OH2:34].[OH:19][CH2:20][CH2:21][N:22]1[CH2:23][CH2:24][NH:25][CH2:26][CH2:27]1>>[c:2]1([N:25]2[CH2:24][CH2:23][N:22]([CH2:21][CH2:20][OH:19])[CH2:27][CH2:26]2)[n:3](-[c:13]2[cH:14][cH:15][cH:16][cH:17][cH:18]2)[c:4]2[cH:5][cH:6][cH:7][cH:8][c:9]2[c:10]1[CH:11]=[O:12]. Reactants: CCOC(=O)C(=O)[O-], Cc1ccncc1[N+](=O)[O-], CCOC(C)=O, CC(=O)O, C1CCC2=NCCCN2CC1, O. Product: CCOC(=O)C(=O)Cc1ccncc1[N+](=O)[O-]. As a reaction SMILES: [C:11]([C:12](=[O:13])[O-:14])(=[O:15])[O:16][CH2:17][CH3:18].[CH3:1][c:2]1[c:3]([N+:8](=[O:9])[O-:10])[cH:4][n:5][cH:6][cH:7]1.[CH3:30][CH2:31][O:32][C:33](=[O:34])[CH3:35].[CH3:37][C:38](=[O:39])[OH:40].[N:19]12[CH2:20][CH2:21][CH2:22][N:23]=[C:24]1[CH2:25][CH2:26][CH2:27][CH2:28][CH2:29]2.[OH2:36]>>[CH2:1]([c:2]1[c:3]([N+:8](=[O:9])[O-:10])[cH:4][n:5][cH:6][cH:7]1)[C:12]([C:11](=[O:15])[O:16][CH2:17][CH3:18])=[O:13]. Starting materials: C(CC)C(CO)(CO)CO (2-n-propyl-2-hydroxymethyl-propan-1,3-diol), IC1=CC=C(C(=O)Cl)C=C1 (4-iodobenzoyl chloride). Product: IC1=CC=C(C=C1)C12OCC(CO1)(CO2)CCC (1-(4-Iodophenyl)-4-propyl-2,6,7-trioxabicyclo[2,2,2]octane). Reaction SMILES: [CH2:1]([C:4]([CH2:9][OH:10])([CH2:7][OH:8])[CH2:5][OH:6])[CH2:2][CH3:3].[I:11][C:12]1[CH:20]=[CH:19][C:15]([C:16](Cl)=O)=[CH:14][CH:13]=1>>[I:11][C:12]1[CH:20]=[CH:19][C:15]([C:16]23[O:10][CH2:9][C:4]([CH2:1][CH2:2][CH3:3])([CH2:7][O:8]2)[CH2:5][O:6]3)=[CH:14][CH:13]=1. Procedure details: 1-(4-Iodophenyl)-4-propyl-2,6,7-trioxabicyclo[2,2,2]octane was prepared from 2-n-propyl-2-hydroxymethyl-propan-1,3-diol and 4-iodobenzoyl chloride using the method described in Example 1 stages (i)-(iii) Reactants: CC(C)(C)OC(=O)NC1CCN(CCO)CC1, C[P+](C)(C)CC#N, CCC#N, CC1CCNCC1, CCN(C(C)C)C(C)C, [I-]. The product is CC1CCN(CCN2CCC(NC(=O)OC(C)(C)C)CC2)CC1. Reaction SMILES: [C:1]([CH3:2])([CH3:3])([CH3:4])[O:5][C:6]([NH:7][CH:8]1[CH2:9][CH2:10][N:11]([CH2:14][CH2:15][OH:16])[CH2:12][CH2:13]1)=[O:17].[C:35]([CH2:36][P+:37]([CH3:38])([CH3:39])[CH3:40])#[N:41].[C:42](#[N:43])[CH2:44][CH3:45].[CH3:18][CH:19]1[CH2:20][CH2:21][NH:22][CH2:23][CH2:24]1.[CH:25]([N:26]([CH2:27][CH3:28])[CH:29]([CH3:30])[CH3:31])([CH3:32])[CH3:33].[I-:34]>>[C:1]([CH3:2])([CH3:3])([CH3:4])[O:5][C:6]([NH:7][CH:8]1[CH2:9][CH2:10][N:11]([CH2:14][CH2:15][N:22]2[CH2:21][CH2:20][CH:19]([CH3:18])[CH2:24][CH2:23]2)[CH2:12][CH2:13]1)=[O:17].